From a dataset of the Open Reaction Database (ORD), a public repository of structured organic reaction records. describe an organic reaction: reactants, conditions, products, and yield Reactants: ClC1=NC(=CC(=N1)C(=O)OC)C (methyl 2-chloro-6-methylpyrimidine-4-carboxylate), C[O-].[Na+] (sodium methoxide). Solvent: CO (methanol), CO (methanol). Reaction conditions: time 3 hour. Product: COC1=NC(=CC(=N1)C(=O)OC)C (methyl 2-methoxy-6-methylpyrimidine-4-carboxylate). Reaction SMILES: Cl[C:2]1[N:7]=[C:6]([C:8]([O:10][CH3:11])=[O:9])[CH:5]=[C:4]([CH3:12])[N:3]=1.[CH3:13][O-:14].[Na+]>CO>[CH3:13][O:14][C:2]1[N:7]=[C:6]([C:8]([O:10][CH3:11])=[O:9])[CH:5]=[C:4]([CH3:12])[N:3]=1 |f:1.2|. Procedure: A mixture of 1 g of methyl 2-chloro-6-methylpyrimidine-4-carboxylate, 20 mL of methanol and 2 mL of 30% sodium methoxide in methanol was stirred under nitrogen at room temperature for 3 hrs, quenched with 3 mL of acetic acid and concentrated under reduced pressure. The residue was partitioned between 25 mL of saturated sodium bicarbonate and 3×20 mL of ethyl acetate and the extracts dried over MgSO4. Concentration under reduced pressure gave a white crystalline solid: MS (m+1)=183.1; 1H NMR (400...